From a dataset of the Open Reaction Database (ORD), a public repository of structured organic reaction records. describe an organic reaction: reactants, conditions, products, and yield Solvent: C(Cl)Cl (CH2Cl2). RXN SMILES: [C:1]([C:4]1[CH:12]=[CH:11][C:7](C(O)=O)=[CH:6][CH:5]=1)(=O)[CH3:2].[CH2:13]([Cl:16])CCl.C1C=CC2N([OH:26])N=NC=2C=1.CCN(C(C)C)C(C)C>C(Cl)Cl>[C:13]([Cl:16])(=[O:26])[CH2:2][CH2:1][C:4]1[CH:5]=[CH:6][CH:7]=[CH:11][CH:12]=1. Reported procedure: A mixture of 2-amino-2-methyl-t-propanol (4 ml, 42 mmol), CH2Cl2 (200 mL), 4-acetyl benzoic acid (1, 6.9 g, 42 mmol), EDC (1-(3-dimethylaminopropyl)-3-ethylcarbodiimide HCl, 12.1 g. 63 mmol), HOBT (N-hydroxybenzotriazole H2O, 6.4 g, 42 mmol), and Hunig's base (diisopropylethylamine, 22 mL, 126 mmol) was stirred at room temperature for 18 hours. Upon completion (TLC, LC/MS) the reaction mixture was concentrated, and the resulting residue was diluted with EtOAc (50 mL) and washed with NaHCO3 (2×40... The yield is 54.0%. Starting materials: 2-amino-2-methyl-t-propanol, C(C)(=O)C1=CC=C(C(=O)O)C=C1 (4-acetyl benzoic acid), C(CCl)Cl (EDC), C=1C=CC2=C(C1)N=NN2O (HOBT), CCN(C(C)C)C(C)C (Hunig's base). Reaction conditions: time 18 hour. Product: C(CCC1=CC=CC=C1)(=O)Cl (hydrocinnamoyl chloride). The reactants are C(C1=CC=CO1)C1SCCCS1.C(C1=CC=CO1)=O (2-furfuryl-1,3-dithiane Furfural), C(CCS)S (1,3-propanedithiol), C[Si](C)(C)Cl (TMSCl). Run in C(Cl)(Cl)Cl (CHCl3). The product is C(C1=CC=CO1)C1SSCCC1 (furfuryl dithiane). Isolated yield 94.8%. As a reaction SMILES: [CH2:1]([CH:7]1[S:12]CCCS1)[C:2]1[O:6][CH:5]=[CH:4][CH:3]=1.C(=O)C1OC=CC=1.[CH2:20](S)[CH2:21][CH2:22][SH:23].C[Si](Cl)(C)C>C(Cl)(Cl)Cl>[CH2:1]([CH:7]1[CH2:20][CH2:21][CH2:22][S:23][S:12]1)[C:2]1[O:6][CH:5]=[CH:4][CH:3]=1 |f:0.1|. Procedure details: Preparation of 2-furfuryl-1,3-dithiane—Furfural (40 mL, 0.4825 mol) was dissolved in CHCl3 (400 mL) and cooled to 0° C. (ice bath) with 1,3-propanedithiol (48.5 mL, 0.482 mol, 1 eq) and a catalytic amount of TMSCl (3 pipets full). The reaction mixture was allowed to warm gradually to room temperature overnight and then partitioned with aqueous 5% NaOH (200 mL) and separated. The aqueous layer was extracted with Et2O and the combined organics were dried (Na2SO4), filtered, and evaporated to affor... Reactants: C(C)(C)(C)OC(=O)N1CCC(=CC1)O[Si](C)(C)C (1-tert-butoxycarbonyl-1,2,3,6-tetrahydro-4-(trimethylsilyloxy)pyridine), [B-](F)(F)(F)F.[B-](F)(F)(F)F.C1C[N+]2(CC[N+]1(CC2)CCl)F (Selectfluor), CCOC(=O)C (EtOAc). Run in CC#N (CH3CN). Reaction conditions: time 2 hour. The product is C(C)(C)(C)OC(=O)N1CC(C(CC1)=O)F (1-tert-butoxycarbonyl-3-fluoro-4-piperidone). The yield is 89.0%. RXN SMILES: [C:1]([O:5][C:6]([N:8]1[CH2:13][CH:12]=[C:11]([O:14][Si](C)(C)C)[CH2:10][CH2:9]1)=[O:7])([CH3:4])([CH3:3])[CH3:2].[B-](F)(F)(F)[F:20].[B-](F)(F)(F)F.C1[N+]2(CCl)CC[N+](F)(CC2)C1.CCOC(C)=O>CC#N>[C:1]([O:5][C:6]([N:8]1[CH2:13][CH2:12][C:11](=[O:14])[CH:10]([F:20])[CH2:9]1)=[O:7])([CH3:4])([CH3:3])[CH3:2] |f:1.2.3|. Procedure details: To a solution of 1-tert-butoxycarbonyl-1,2,3,6-tetrahydro-4-(trimethylsilyloxy)pyridine (20.4 g, 75.0 mmol) in CH3CN (500 mL) was added Selectfluor™ (29.2 g, 82.5 mmol) at room temperature, and the reaction mixture was stirred for 2 hr. EtOAc was added to the reaction mixture, and the mixture was washed with brine, dried over Na2SO4, and concentrated to dryness. Chromatography of the residue with CHCl3—MeOH (6:1, v/v) as eluent gave 1-tert-butoxycarbonyl-3-fluoro-4-piperidone (14.5 g, 89%) as a ... The reactants are [Si](C)(C)(C(C)(C)C)OC=1C=C2C=CC(=CC2=CC1)CCCCN (4-[6-(tert-Butyldimethylsilyloxy)naphthalen-2-yl]butan-1-amine), NC=1C(=NC(=C(N1)N)Cl)C(=O)NC(=N)SC (methyl 3,5-diamino-6-chloropyrazine-2-carbonylcarbamimidothioate), C(C)(C)N(CC)C(C)C (diisopropylethylamine). Solvent: CCO (EtOH). Reaction conditions: temperature 70 celsius. Yields the product NC=1C(=NC(=C(N1)N)Cl)C(=O)NC(NCCCCC1=CC2=CC=C(C=C2C=C1)O[Si](C)(C)C(C)(C)C)=N (3,5-Diamino-N-(N-{4-[6-(tert-butyldimethylsilyloxy)naphthalen-2-yl]butyl}carbamimidoyl)-6-chloropyrazine-2-carboxamide). The yield is 50.6%. Reaction SMILES: [Si:1]([O:8][C:9]1[CH:10]=[C:11]2[C:16](=[CH:17][CH:18]=1)[CH:15]=[C:14]([CH2:19][CH2:20][CH2:21][CH2:22][NH2:23])[CH:13]=[CH:12]2)([C:4]([CH3:7])([CH3:6])[CH3:5])([CH3:3])[CH3:2].[NH2:24][C:25]1[C:26]([C:33]([NH:35][C:36](SC)=[NH:37])=[O:34])=[N:27][C:28]([Cl:32])=[C:29]([NH2:31])[N:30]=1.C(N(C(C)C)CC)(C)C>CCO>[NH2:24][C:25]1[C:26]([C:33]([NH:35][C:36](=[NH:37])[NH:23][CH2:22][CH2:21][CH2:20][CH2:19][C:14]2[CH:13]=[CH:12][C:11]3[C:16](=[CH:17][CH:18]=[C:9]([O:8][Si:1]([C:4]([CH3:7])([CH3:6])[CH3:5])([CH3:3])[CH3:2])[CH:10]=3)[CH:15]=2)=[O:34])=[N:27][C:28]([Cl:32])=[C:29]([NH2:31])[N:30]=1. Reported procedure: To a solution of amine 77 (337 mg, 1.02 mmole) and methyl 3,5-diamino-6-chloropyrazine-2-carbonylcarbamimidothioate (10, 596 mg, 1.53 mmole) in EtOH (20 mL) was added diisopropylethylamine (1.06 mL, 6.13 mmole) at room temperature. The reaction mixture was heated at 70° C. in a sealed tube for 6 h, then cooled to room temperature, and concentrated to dryness. The residue was purified by column chromatography (silica gel, 80:18:2 CHCl3/CH3OH/NH4OH) to afford carboxamide 78 (280 mg, 50%) as a ligh... Starting materials: CN(C)C[C@H](CC1=CC=CC=C1)NCC=1C=C(CN2S(CCC2C(=O)O)(=O)=O)C=CC1 (2-{3-[((S)-1-dimethylaminomethyl-2-phenyl-ethylamino)-methyl]-benzyl}-1,1-dioxo-1λ6-isothiazolidine-3-carboxylic acid), C[C@@H]1[C@H](CC2CC1C2(C)C)N ((+)-Isopinocampheylamine), F[B-](F)(F)F.N1(N=NC2=C1C=CC=C2)OC(=[N+](C)C)N(C)C (O-(benzotriazol-1-yl)-N,N,N′,N′-tetramethyluronium tetrafluoroborate), N[C@H](C(=O)O)CCSSCC[C@@H](C(=O)O)N ((S)-2-amino-4-((S)-3-amino-3-carboxy-propyldisulfanyl)-butyric acid), C(C)(C)N(C(C)C)CC (N,N-Diisopropylethylamine), CN(C)C[C@H](CC1=CC=CC=C1)NCC=1C=C(CN2S(CCC2C(=O)O)(=O)=O)C=CC1 (2-{3-[((S)-1-dimethylaminomethyl-2-phenyl-ethylamino)-methyl]-benzyl}-1,1-dioxo-1λ6-isothiazolidine-3-carboxylic acid), crude product. Reagents/catalysts: C[C@@H]1[C@H](CC2CC1C2(C)C)N ((+)-isopinocampheylamine), F[B-](F)(F)F.N1(N=NC2=C1C=CC=C2)OC(=[N+](C)C)N(C)C (O-(benzotriazol-1-yl)-N,N,N′,N′-tetramethyluronium tetrafluoroborate), N[C@H](C(=O)O)CCSSCC[C@@H](C(=O)O)N ((S)-2-amino-4-((S)-3-amino-3-carboxy-propyldisulfanyl)-butyric acid). Solvent: CN(C=O)C (N,N-dimethylformamide). Product: C[C@H]1[C@H]2C([C@@H](C[C@@H]1NC(=O)C1N(S(CC1)(=O)=O)CC1=CC(=CC=C1)CN[C@@H](CC1=CC=CC=C1)CN(C)C)C2)(C)C (2-{3-[((S)-1-dimethylaminomethyl-2-phenyl-ethylamino)-methyl]-benzyl}-1,1-dioxo-1λ6-isothiazolidine-3-carboxylic acid((1S,2S,3S,5R)-2,6,6-trimethyl-bicylo[3.1.1]hept-3-yl)amide). Isolated yield 244.9%. RXN SMILES: [CH3:1][C@H:2]1[CH:7]2[C:8]([CH3:10])([CH3:9])[CH:5]([CH2:6]2)[CH2:4][C@@H:3]1[NH2:11].F[B-](F)(F)F.N1(OC(N(C)C)=[N+](C)C)C2C=CC=CC=2N=N1.N[C@@H](CCSSCC[C@H](N)C(O)=O)C(O)=O.[CH3:50][N:51]([CH2:53][C@@H:54]([NH:62][CH2:63][C:64]1[CH:65]=[C:66]([CH:78]=[CH:79][CH:80]=1)[CH2:67][N:68]1[CH:72]([C:73](O)=[O:74])[CH2:71][CH2:70][S:69]1(=[O:77])=[O:76])[CH2:55][C:56]1[CH:61]=[CH:60][CH:59]=[CH:58][CH:57]=1)[CH3:52].C(N(CC)C(C)C)(C)C>CN(C)C=O.C[C@H]1C2C(C)(C)C(C2)C[C@@H]1N.F[B-](F)(F)F.N1(OC(N(C)C)=[N+](C)C)C2C=CC=CC=2N=N1.N[C@@H](CCSSCC[C@H](N)C(O)=O)C(O)=O>[CH3:1][C@@H:2]1[C@@H:3]([NH:11][C:73]([CH:72]2[CH2:71][CH2:70][S:69](=[O:77])(=[O:76])[N:68]2[CH2:67][C:66]2[CH:78]=[CH:79][CH:80]=[C:64]([CH2:63][NH:62][C@H:54]([CH2:53][N:51]([CH3:50])[CH3:52])[CH2:55][C:56]3[CH:61]=[CH:60][CH:59]=[CH:58][CH:57]=3)[CH:65]=2)=[O:74])[CH2:4][C@H:5]2[CH2:6][C@@H:7]1[C:8]2([CH3:10])[CH3:9] |f:1.2,8.9|. Procedure: (+)-Isopinocampheylamine (Aldrich; 29 mg, 0.19 mmol), O-(benzotriazol-1-yl)-N,N,N′,N′-tetramethyluronium tetrafluoroborate (available from Aldrich; 58.4 mg, 0.18 mmol), N-hydroxybenzotriazole (available from 3B Scientific Corporation, Libertyville, Ill. 60048, USA; 24.3 mg, 0.18 mmol) were added to a cooled (0° C.) solution of 2-{3-[((S)-1-dimethylaminomethyl-2-phenyl-ethylamino)-methyl]-benzyl}-1,1-dioxo-1λ6-isothiazolidine-3-carboxylic acid (100 mg 80% pure, 0.18 mmol) in dry N,N-dimethylforma... The reactants are OC[C@H](CC(C)C)N ((1S)-1-(Hydroxymethyl)-3-methylbutylamine), (1S) -1-(chloromethyl)-3-methylbutanammonium chloride, ClC1=C(C(=CC(=C1)C#N)C)N=C=S (2-Chloro-4-cyano-6-methylphenyl isothiocyanate), (1S)-1-(chloromethyl)-3-methylbutanammonium chloride, COC([C@@H](N)CC(C)C)=O ((L)-leucine methyl ester), OCCN (2-hydroxyethylamine). Yields the product ClC1=C(C(=CC(=C1)C#N)C)N=C1SC[C@@H](N1)CC(C)C ((4S)-2-(2-chloro4-cyano-6-methylphenylimino)-4-isobutyl-1,3-thiazolidine). As a reaction SMILES: O[CH2:2][C@@H:3]([NH2:8])[CH2:4][CH:5]([CH3:7])[CH3:6].COC(=O)[C@H](CC(C)C)N.OCCN.[Cl:23][C:24]1[CH:29]=[C:28]([C:30]#[N:31])[CH:27]=[C:26]([CH3:32])[C:25]=1[N:33]=[C:34]=[S:35]>>[Cl:23][C:24]1[CH:29]=[C:28]([C:30]#[N:31])[CH:27]=[C:26]([CH3:32])[C:25]=1[N:33]=[C:34]1[NH:8][C@@H:3]([CH2:4][CH:5]([CH3:7])[CH3:6])[CH2:2][S:35]1. Procedure details: (1S)-1-(Hydroxymethyl)-3-methylbutylamine was made from (L)-leucine methyl ester as described in Method B1b. The 2-hydroxyethylamine was converted to (1S) -1-(chloromethyl)-3-methylbutanammonium chloride as described in Method B7a. 2-Chloro-4-cyano-6-methylphenyl isothiocyanate was reacted with (1S)-1-(chloromethyl)-3-methylbutanammonium chloride according to Method C1c to give (4S)-2-(2-chloro4-cyano-6-methylphenylimino)-4-isobutyl-1,3-thiazolidine. The thiazolidine was reacted with isobutyl br... Reactants: [I-].[Na+] (Sodium iodide), FC=1C=C(C=C(C1F)[C@@H](COS(=O)(=O)C1=CC=C(C=C1)C)O)CCC(=O)OCC (ethyl 3-[3,4-difluoro-5-((1S)-1-hydroxy-2-{[(4-methylphenyl)sulfonyl]oxy}ethyl)phenyl]propanoate). Run in CC(=O)C (acetone). The product is FC=1C=C(C=C(C1F)[C@@H](CI)O)CCC(=O)OCC (Ethyl 3-{3,4-difluoro-5-[(1S)-1-hydroxy-2-iodoethyl]phenyl}propanoate). Yield: 64.7%. Reaction SMILES: [I-:1].[Na+].[F:3][C:4]1[CH:5]=[C:6]([CH2:25][CH2:26][C:27]([O:29][CH2:30][CH3:31])=[O:28])[CH:7]=[C:8]([C@H:11]([OH:24])[CH2:12]OS(C2C=CC(C)=CC=2)(=O)=O)[C:9]=1[F:10]>CC(C)=O>[F:3][C:4]1[CH:5]=[C:6]([CH2:25][CH2:26][C:27]([O:29][CH2:30][CH3:31])=[O:28])[CH:7]=[C:8]([C@H:11]([OH:24])[CH2:12][I:1])[C:9]=1[F:10] |f:0.1|. Reported procedure: Sodium iodide (3.34 g, 22.3 mmol) was added to a solution of ethyl 3-[3,4-difluoro-5-((1S)-1-hydroxy-2-{[(4-methylphenyl)sulfonyl]oxy}ethyl)phenyl]propanoate (0.950 g, 2.22 mmol) in acetone (9.0 mL). The reaction mixture was heated at reflux for 18 h. The reaction was cooled to room temperature and concentrated. The residue was diluted with H2O and extracted two times with ethyl acetate. The combined organic layers were washed with H2O and brine, dried over Na2SO4, filtered, and concentrated. Co... The reactants are CCn1c(=O)n(O)c(=O)c2cc(F)c(N3CCC(N)C3)nc21, O=C([O-])C(F)(F)F. Product: CCn1c(=O)n(O)c(=O)c2cc(F)c(N3CCN(C)CC3)nc21. RXN SMILES: [NH2:1][CH:2]1[CH2:3][N:4]([c:7]2[c:8]([F:22])[cH:9][c:10]3[c:11]([n:12]([CH2:19][CH3:20])[c:13](=[O:18])[n:14]([OH:17])[c:15]3=[O:16])[n:21]2)[CH2:5][CH2:6]1.[O-:23][C:24]([C:25]([F:26])([F:27])[F:28])=[O:29]>>[N:1]1([CH3:24])[CH2:2][CH2:3][N:4]([c:7]2[c:8]([F:22])[cH:9][c:10]3[c:11]([n:12]([CH2:19][CH3:20])[c:13](=[O:18])[n:14]([OH:17])[c:15]3=[O:16])[n:21]2)[CH2:5][CH2:6]1.